This data is from the Open Reaction Database (ORD), a public repository of structured organic reaction records. The task is: describe an organic reaction: reactants, conditions, products, and yield The reactants are B, C1CCOC1, [Na+], O=C([O-])O, Cc1cc2c(c(C)c1O)C(=NO)CC1(CCC1)O2, c1ccncc1. The product is Cc1cc2c(c(C)c1O)C(NO)CC1(CCC1)O2. As a reaction SMILES: [BH3:25].[CH2:31]1[O:32][CH2:33][CH2:34][CH2:35]1.[Na+:30].[O-:26][C:27]([OH:28])=[O:29].[OH:1][c:2]1[c:3]([CH3:18])[c:4]2[c:9]([cH:10][c:11]1[CH3:12])[O:8][C:7]1([CH2:6][C:5]2=[N:16][OH:17])[CH2:13][CH2:14][CH2:15]1.[n:19]1[cH:20][cH:21][cH:22][cH:23][cH:24]1>>[OH:1][c:2]1[c:3]([CH3:18])[c:4]2[c:9]([cH:10][c:11]1[CH3:12])[O:8][C:7]1([CH2:6][CH:5]2[NH:16][OH:17])[CH2:13][CH2:14][CH2:15]1. Reactants: N (ammonia), [NH2-].[Na+] (sodium amide), BrC1=C(C=C(C=C1)Cl)Cl (1-bromo-2,4-dichlorobenzene). Solvent: liquid. Conditions: time 1 hour. Product: ClC=1C=C(N)C=C(C1)Cl (3,5-dichloroaniline). Yield: 75.5%. RXN SMILES: [NH3:1].[NH2-].[Na+].Br[C:5]1[CH:10]=[CH:9][C:8]([Cl:11])=[CH:7][C:6]=1[Cl:12]>>[Cl:12][C:6]1[CH:5]=[C:10]([CH:9]=[C:8]([Cl:11])[CH:7]=1)[NH2:1] |f:1.2|. Procedure details: In the second step of Example 1, 500 ml of liquid ammonia, 10 g (0.25 mole) of sodium amide and 11.3 g (0.05 mole) of 1-bromo-2,4-dichlorobenzene were charged and the reaction was carried out for 1 hour to obtain 6.1 g of 3,5-dichloroaniline. (yield: 75.5%). The reactants are NC1C(N(C2=C(CC1)C=CC=C2)CC(=O)OCC)=O (3-amino-1-ethoxycarbonylmethyl-2,3,4,5-tetrahydro-1H-[1]-benzazepin-2-one), C(C)(=O)S[C@H](C(=O)O)[C@H](CC)C ((2S,3S)-2-acetylthio-3-methylpentanoic acid). Procedure details: By using 0.525 g (2.00 mmol) of 3-amino-1-ethoxycarbonylmethyl-2,3,4,5-tetrahydro-1H-[1]-benzazepin-2-one and 0.418 g (2.20 mmol) of (2S,3S)-2-acetylthio-3-methylpentanoic acid obtained in the Synthesis Example C-2, the treatment of Example C-1 was repeated. Thus, 0.420 g of the title compound was obtained as a colorless amorphous product (yield 48%). Product: C(C)(=O)S[C@H](C(=O)NC1C(N(C2=C(CC1)C=CC=C2)CC(=O)OCC)=O)[C@H](CC)C (3-[[(2S,3S)-2-Acetylthio-3methyl-1-oxopentyl]amino]-1-ethoxycarbonylmethyl-2,3,4,5-tetrahydro-1H-[1]benzazepin-2-one), product. As a reaction SMILES: [NH2:1][CH:2]1[CH2:8][CH2:7][C:6]2[CH:9]=[CH:10][CH:11]=[CH:12][C:5]=2[N:4]([CH2:13][C:14]([O:16][CH2:17][CH3:18])=[O:15])[C:3]1=[O:19].[C:20]([S:23][C@@H:24]([C@@H:28]([CH3:31])[CH2:29][CH3:30])[C:25](O)=[O:26])(=[O:22])[CH3:21]>>[C:20]([S:23][C@@H:24]([C@@H:28]([CH3:31])[CH2:29][CH3:30])[C:25]([NH:1][CH:2]1[CH2:8][CH2:7][C:6]2[CH:9]=[CH:10][CH:11]=[CH:12][C:5]=2[N:4]([CH2:13][C:14]([O:16][CH2:17][CH3:18])=[O:15])[C:3]1=[O:19])=[O:26])(=[O:22])[CH3:21]. Isolated yield 48.0%.